From a dataset of the Open Reaction Database (ORD), a public repository of structured organic reaction records. describe an organic reaction: reactants, conditions, products, and yield Reactants: CN(C)P(N(C)C)N(C)C (hexamethylphosphorus triamide), ClC1=CC=CC=2CCN(CCC21)C (6-chloro-2,3,4,5-tetrahydro-3-methyl-1H-3-benzazepine), C[S-].[Na+] (sodium thiomethoxide), C(C=C)Br (allyl bromide). Run in [Cl-].[Na+].O (brine). Run at time 8 hour. The product is Cl.C(C=C)SC1=CC=CC=2CCN(CCC21)C (6-allylthio-3-methyl-2,3,4,5-tetrahydro-1H-3-benzazepine hydrochloride). As a reaction SMILES: CN(P(N(C)C)N(C)C)C.[Cl:11][C:12]1[C:22]2[CH2:21][CH2:20][N:19]([CH3:23])[CH2:18][CH2:17][C:16]=2[CH:15]=[CH:14][CH:13]=1.C[S-:25].[Na+].[CH2:27](Br)[CH:28]=[CH2:29]>[Cl-].[Na+].O>[ClH:11].[CH2:27]([S:25][C:12]1[C:22]2[CH2:21][CH2:20][N:19]([CH3:23])[CH2:18][CH2:17][C:16]=2[CH:15]=[CH:14][CH:13]=1)[CH:28]=[CH2:29] |f:2.3,5.6.7,8.9|. Procedure details: Into 10 ml of hexamethylphosphorus triamide was dissolved 784 mg (4 mmol) of 6-chloro-2,3,4,5-tetrahydro-3-methyl-1H-3-benzazepine and 840 mg (12 mmol) of sodium thiomethoxide. The reaction was heated to 125° for 4 hours, cooled to ice-bath temperature and 968 mg (18 mmol) of allyl bromide was added in one portion. The mixture was warmed to room temperature and stirred overnight. It was poured into 75 ml of brine and extracted with three 75 ml portions of ether. The combined extracts were washed... The reactants are C(C1=CC=CC=C1)N1N=CC(=C1)O (1-Benzyl-4-hydroxypyrazole), C([O-])([O-])=O.[K+].[K+] (potassium carbonate), C1[C@H](O1)COS(=O)(=O)C2=CC=CC(=C2)[N+](=O)[O-] ((2s)-glycidyl-3-nitrobenzenesulfonate). Product: C(C1=CC=CC=C1)N1N=CC(=C1)C[C@H]1CO1 ((s)-1-Benzyl-4-glycidylpyrazole). The yield is 73.1%. Reaction SMILES: [CH2:1]([N:8]1[CH:12]=[C:11](O)[CH:10]=[N:9]1)[C:2]1[CH:7]=[CH:6][CH:5]=[CH:4][CH:3]=1.C(=O)([O-])[O-].[K+].[K+].[CH2:20]1[O:22][C@@H:21]1[CH2:23]OS(C1C=C([N+]([O-])=O)C=CC=1)(=O)=O>>[CH2:1]([N:8]1[CH:12]=[C:11]([CH2:23][C@@H:21]2[O:22][CH2:20]2)[CH:10]=[N:9]1)[C:2]1[CH:7]=[CH:6][CH:5]=[CH:4][CH:3]=1 |f:1.2.3|. Procedure: 1-Benzyl-4-hydroxypyrazole (2 g, 11.5 mmol), potassium carbonate(3.2 g, 23 mmol), and (2s)-glycidyl-3-nitrobenzenesulfonate (2.98 g, 11.5 mmol) were slurried in actone (300 ml) at reflux for 17 hours. The acetone was removed in vacuo, the residue extracted from brine with chloroform, and dried over sodium sulfate. The solvent was removed again and the residue purified by column chromatography (silica gel, chloroform→1% methanol/chloroform) to yield product (1.8 g, 68%). MS, NMR. Starting materials: [Li+].CC(C)[N-]C(C)C (LDA), OC1=CC=2C=3C4=C(C(=CC3NC2C=C1)I)C(NC4=O)=O (9-hydroxy-4-iodopyrrolo[3,4-c]carbazole-1,3(2H,6H)-dione), [Br-].ClC1=C(C[P+](C2=CC=CC=C2)(C2=CC=CC=C2)C2=CC=CC=C2)C(=CC=C1OC)Cl ((2,6-Dichloro-3-methoxybenzyl)(triphenyl)phosphonium bromide), aldehyde, aldehyde. Run at time 5 hour. The product is ClC1=C(C(=CC=C1OC)Cl)/C=C/C=1NC2=CC=C(C=C2C1)OC (2-[(E)-2-(2,6-Dichloro-3-methoxyphenyl)ethenyl]-5-methoxy-1H-indole). As a reaction SMILES: [OH:1][C:2]1[CH:14]=[CH:13][C:12]2[NH:11][C:10]3[CH:9]=C(I)C4C(=O)NC(=O)C=4[C:5]=3[C:4]=2[CH:3]=1.[Br-].[Cl:22][C:23]1[C:48]([O:49][CH3:50])=[CH:47][CH:46]=[C:45]([Cl:51])[C:24]=1[CH2:25][P+](C1C=CC=CC=1)(C1C=CC=CC=1)C1C=CC=CC=1.[Li+].[CH3:53]C([N-]C(C)C)C>>[Cl:22][C:23]1[C:48]([O:49][CH3:50])=[CH:47][CH:46]=[C:45]([Cl:51])[C:24]=1/[CH:25]=[CH:9]/[C:10]1[NH:11][C:12]2[C:4]([CH:5]=1)=[CH:3][C:2]([O:1][CH3:53])=[CH:14][CH:13]=2 |f:1.2,3.4|. Reported procedure: The 5-methoxy-1H-indole-2-carbaldehyde (1) was reacted with (2,6-dichloro-3-methoxybenzyl)(triphenyl)phosphonium bromide (526), prepared as described in example 117, using the procedure described in example 37, except that the aldehyde was added at 0° C., the ratio of LDA:aldehyde was 1.55:1 and the reaction time was 5 h, to give (after crystallisation from CH2Cl2/hexane) the diene (527) as a cream solid (the pure E isomer) (76%), mp 138–140° C. 1H NMR (CDCl3) δ 8.21 (br s, 1H), 7.32 (d, J=8.9 H... Starting materials: C(C)(=O)OC1=CC=C(CC2=NC(=NN2C)C2=C(C=CC=C2F)Cl)C=C1 (5-(4-acetoxybenzyl)-3-(2-chloro-6-fluorophenyl)-1-methyl-1H-1,2,4-triazole), C([O-])([O-])=O.[K+].[K+] (potassium carbonate). Run in C(C)O (ethyl alcohol), O (water). Run at time 30 minute. The product is OC1=CC=C(CC2=NC(=NN2C)C2=C(C=CC=C2F)Cl)C=C1 (5-(4-hydroxybenzyl)-3-(2-chloro-6-fluorophenyl)-1-methyl-1H-1,2,4-triazole). Isolated yield 97.1%. Reaction SMILES: C([O:4][C:5]1[CH:25]=[CH:24][C:8]([CH2:9][C:10]2[N:14]([CH3:15])[N:13]=[C:12]([C:16]3[C:21]([F:22])=[CH:20][CH:19]=[CH:18][C:17]=3[Cl:23])[N:11]=2)=[CH:7][CH:6]=1)(=O)C.C(=O)([O-])[O-].[K+].[K+]>C(O)C.O>[OH:4][C:5]1[CH:6]=[CH:7][C:8]([CH2:9][C:10]2[N:14]([CH3:15])[N:13]=[C:12]([C:16]3[C:21]([F:22])=[CH:20][CH:19]=[CH:18][C:17]=3[Cl:23])[N:11]=2)=[CH:24][CH:25]=1 |f:1.2.3|. Procedure: To a solution of 0.7 g of 5-(4-acetoxybenzyl)-3-(2-chloro-6-fluorophenyl)-1-methyl-1H-1,2,4-triazole in 10 ml of ethyl alcohol under ice-cooling, was added a solution of 0.62 g of potassium carbonate in 5 ml of water, and the reaction mixture was stirred at room temperature for 30 minutes, and then concentrated under reduced pressure. The residue was adjusted to pH 4 with diluted hydrochloric acid and extracted with ethyl acetate. The ethyl acetate layer was washed with water, dried over magnesi... The reactants are CC=C1CCC2C(=CBr)CCCC12C, CC(C)(C)O, CS(N)(=O)=O, CCOC(C)=O, [Na+], [Na+], O, O=S([O-])[O-]. The product is CC(O)C1(O)CCC2C(=CBr)CCCC21C. Reaction SMILES: [Br:1][CH:2]=[C:3]1[CH:4]2[CH2:5][CH2:6][C:7](=[CH:13][CH3:14])[C:8]2([CH3:12])[CH2:9][CH2:10][CH2:11]1.[C:20]([OH:21])([CH3:22])([CH3:23])[CH3:24].[CH3:15][S:16](=[O:17])([NH2:18])=[O:19].[CH3:32][CH2:33][O:34][C:35](=[O:36])[CH3:37].[Na+:29].[Na+:30].[OH2:31].[S:25]([O-:26])([O-:27])=[O:28]>>[Br:1][CH:2]=[C:3]1[CH:4]2[CH2:5][CH2:6][C:7]([CH:13]([CH3:14])[OH:17])([OH:31])[C:8]2([CH3:12])[CH2:9][CH2:10][CH2:11]1. Starting materials: C1COCCO1, Cl, COc1cn(-c2ccc(I)cc2F)nc(-c2ccnn2-c2ccccc2)c1=O, FC1(F)CNC1, [Na+], O=C([O-])O, O=C(C=Cc1ccccc1)C=Cc1ccccc1, O=C(C=Cc1ccccc1)C=Cc1ccccc1, O=C(C=Cc1ccccc1)C=Cc1ccccc1, [Pd], [Pd]. The product is COc1cn(-c2ccc(N3CC(F)(F)C3)cc2F)nc(-c2ccnn2-c2ccccc2)c1=O. As a reaction SMILES: [CH2:36]1[O:37][CH2:38][CH2:39][O:40][CH2:41]1.[ClH:29].[F:1][c:2]1[c:3](-[n:9]2[n:10][c:11](-[c:18]3[cH:19][cH:20][n:21][n:22]3-[c:23]3[cH:24][cH:25][cH:26][cH:27][cH:28]3)[c:12](=[O:17])[c:13]([O:15][CH3:16])[cH:14]2)[cH:4][cH:5][c:6]([I:8])[cH:7]1.[F:30][C:31]1([F:35])[CH2:32][NH:33][CH2:34]1.[Na+:46].[O-:42][C:43]([OH:44])=[O:45].[O:49]=[C:50]([CH:51]=[CH:52][c:53]1[cH:54][cH:55][cH:56][cH:57][cH:58]1)[CH:59]=[CH:60][c:61]1[cH:62][cH:63][cH:64][cH:65][cH:66]1.[O:67]=[C:68]([CH:69]=[CH:70][c:71]1[cH:72][cH:73][cH:74][cH:75][cH:76]1)[CH:77]=[CH:78][c:79]1[cH:80][cH:81][cH:82][cH:83][cH:84]1.[O:85]=[C:86]([CH:87]=[CH:88][c:89]1[cH:90][cH:91][cH:92][cH:93][cH:94]1)[CH:95]=[CH:96][c:97]1[cH:98][cH:99][cH:100][cH:101][cH:102]1.[Pd:47].[Pd:48]>>[F:1][c:2]1[c:3](-[n:9]2[n:10][c:11](-[c:18]3[cH:19][cH:20][n:21][n:22]3-[c:23]3[cH:24][cH:25][cH:26][cH:27][cH:28]3)[c:12](=[O:17])[c:13]([O:15][CH3:16])[cH:14]2)[cH:4][cH:5][c:6]([N:33]2[CH2:32][C:31]([F:30])([F:35])[CH2:34]2)[cH:7]1. Reactants: Brc1ccc(N2CCC(Oc3ccncc3)CC2)cc1, CC(C)(C)OC(=O)N1CCNc2ccccc21, CC(C)(C)P(C(C)(C)C)C(C)(C)C, CC(=O)[O-], CC(=O)[O-], CC(C)(C)[O-], Cc1ccccc1C, CCOC(C)=O, [Na+], [Pd+2]. Product: CC(C)(C)OC(=O)N1CCN(c2ccc(N3CCC(Oc4ccncc4)CC3)cc2)c2ccccc21. Reaction SMILES: [Br:1][c:2]1[cH:3][cH:4][c:5]([N:8]2[CH2:9][CH2:10][CH:11]([O:14][c:15]3[cH:16][cH:17][n:18][cH:19][cH:20]3)[CH2:12][CH2:13]2)[cH:6][cH:7]1.[C:21]([CH3:22])([CH3:23])([CH3:24])[O:25][C:26](=[O:27])[N:28]1[CH2:29][CH2:30][NH:31][c:32]2[cH:33][cH:34][cH:35][cH:36][c:37]21.[C:44]([P:45]([C:46]([CH3:47])([CH3:48])[CH3:49])[C:50]([CH3:51])([CH3:52])[CH3:53])([CH3:54])([CH3:55])[CH3:56].[C:65]([O-:66])(=[O:67])[CH3:68].[C:70]([O-:71])(=[O:72])[CH3:73].[CH3:38][C:39]([CH3:40])([O-:41])[CH3:42].[CH3:57][c:58]1[c:59]([CH3:60])[cH:61][cH:62][cH:63][cH:64]1.[CH3:74][CH2:75][O:76][C:77](=[O:78])[CH3:79].[Na+:43].[Pd+2:69]>>[c:2]1([N:31]2[CH2:30][CH2:29][N:28]([C:26]([O:25][C:21]([CH3:22])([CH3:23])[CH3:24])=[O:27])[c:37]3[c:32]2[cH:33][cH:34][cH:35][cH:36]3)[cH:3][cH:4][c:5]([N:8]2[CH2:9][CH2:10][CH:11]([O:14][c:15]3[cH:16][cH:17][n:18][cH:19][cH:20]3)[CH2:12][CH2:13]2)[cH:6][cH:7]1.